From a dataset of the Open Reaction Database (ORD), a public repository of structured organic reaction records. describe an organic reaction: reactants, conditions, products, and yield The reactants are C(C1=CC=CC=C1)OC=1C(C=C(N(C1)C)C(F)F)=O (5-benzyloxy-2-difluoromethyl-1-methyl-1H-pyridin-4-one). Reagents/catalysts: [Pd] (Pd/C). The solvent is CO (methanol), CO (methanol). Conditions: time 25 minute. Yields the product FC(C=1N(C=C(C(C1)=O)O)C)F (2-difluoromethyl-5-hydroxy-1-methyl-1H-pyridin-4-one). Isolated yield 79.7%. Reaction SMILES: C([O:8][C:9]1[C:10](=[O:19])[CH:11]=[C:12]([CH:16]([F:18])[F:17])[N:13]([CH3:15])[CH:14]=1)C1C=CC=CC=1>CO.[Pd]>[F:18][CH:16]([F:17])[C:12]1[N:13]([CH3:15])[CH:14]=[C:9]([OH:8])[C:10](=[O:19])[CH:11]=1. Procedure: A mixture of 5-benzyloxy-2-difluoromethyl-1-methyl-1H-pyridin-4-one (1.90 g, 7.16 mmol) and 10% Pd/C (190 mg) in methanol (60 mL) was hydrogenated under a hydrogen atmosphere at 15 psi of pressure in a Parr apparatus for 25 min. The mixture was diluted with methanol (180 mL), sonicated for 15 min, and then filtered through a pad of CELITE™ (pre-treated with dilute HCl and washed to neutral with deionized water). The volume of the filtrate was reduced using a rotary evaporator until a solid preci... Reactants: OBO, COc1cc2c(cc1Br)C(c1cccc(C#N)c1)=NCC(=O)N2C, N#Cc1ccc(B(O)O)cc1, c1ccccc1. Product: COc1cc2c(cc1-c1ccc(C#N)cc1)C(c1cccc(C#N)c1)=NCC(=O)N2C. RXN SMILES: [BH:25]([OH:26])[OH:27].[Br:1][c:2]1[cH:3][c:4]2[c:5]([cH:21][c:22]1[O:23][CH3:24])[N:6]([CH3:20])[C:7](=[O:19])[CH2:8][N:9]=[C:10]2[c:11]1[cH:12][c:13]([C:14]#[N:15])[cH:16][cH:17][cH:18]1.[C:34](#[N:35])[c:36]1[cH:37][cH:38][c:39]([B:42]([OH:43])[OH:44])[cH:40][cH:41]1.[cH:28]1[cH:29][cH:30][cH:31][cH:32][cH:33]1>>[c:2]1(-[c:39]2[cH:38][cH:37][c:36]([C:34]#[N:35])[cH:41][cH:40]2)[cH:3][c:4]2[c:5]([cH:21][c:22]1[O:23][CH3:24])[N:6]([CH3:20])[C:7](=[O:19])[CH2:8][N:9]=[C:10]2[c:11]1[cH:12][c:13]([C:14]#[N:15])[cH:16][cH:17][cH:18]1. Reactants: COC([C@H](CC1=CC=C(C=C1)NC(C1=C(C=CC=C1Cl)Cl)=O)NC(C1=C(C=C(C=C1Cl)O[Si](C(C)C)(C(C)C)C(C)C)Cl)=O)=O ((S)-3-[4-(2,6-dichlorobenzoylamino)phenyl]-2-(2,6-dichloro-4-triisopropylsilanyloxy-benzoylamino)propionic acid methyl ester), CCCC[N+](CCCC)(CCCC)CCCC.[F-] (TBAF). The solvent is C1CCOC1 (THF), C1CCOC1 (THF), hexanes, O (water), C(C)(=O)OCC (ethyl acetate). Run at time 15 hour. The product is COC([C@H](CC1=CC=C(C=C1)NC(C1=C(C=CC=C1Cl)Cl)=O)NC(C1=C(C=C(C=C1Cl)O)Cl)=O)=O ((S)-3-[4-(2,6-dichlorobenzoylamino)phenyl]-2-(2,6-dichloro-4-hydroxy-benzoylamino)propionic acid methyl ester). Isolated yield 99.2%. RXN SMILES: [CH3:1][O:2][C:3](=[O:45])[C@@H:4]([NH:23][C:24](=[O:44])[C:25]1[C:30]([Cl:31])=[CH:29][C:28]([O:32][Si](C(C)C)(C(C)C)C(C)C)=[CH:27][C:26]=1[Cl:43])[CH2:5][C:6]1[CH:11]=[CH:10][C:9]([NH:12][C:13](=[O:22])[C:14]2[C:19]([Cl:20])=[CH:18][CH:17]=[CH:16][C:15]=2[Cl:21])=[CH:8][CH:7]=1.CCCC[N+](CCCC)(CCCC)CCCC.[F-]>C1COCC1.O.C(OCC)(=O)C>[CH3:1][O:2][C:3](=[O:45])[C@@H:4]([NH:23][C:24](=[O:44])[C:25]1[C:26]([Cl:43])=[CH:27][C:28]([OH:32])=[CH:29][C:30]=1[Cl:31])[CH2:5][C:6]1[CH:7]=[CH:8][C:9]([NH:12][C:13](=[O:22])[C:14]2[C:19]([Cl:20])=[CH:18][CH:17]=[CH:16][C:15]=2[Cl:21])=[CH:10][CH:11]=1 |f:1.2|. Reported procedure: To a solution of (S)-3-[4-(2,6-dichlorobenzoylamino)phenyl]-2-(2,6-dichloro-4-triisopropylsilanyloxy-benzoylamino)propionic acid methyl ester (6.76 g, 9.48 mmol) in THF (150 mL) was added a solution of TBAF (14.22 mL, 14.22 mmol, 1M) in THF at 0° C. The resulting solution was slowly warmed to room temperature and stirred for 15 h. Then, the reaction mixture was diluted with water and the organic compound was extracted into ethyl acetate (2×150 mL). The combined organic layer was washed with brin... The reactants are COC(C1=CC(=C(C=C1)F)[N+](=O)[O-])=O (4-fluoro-3-nitro-benzoic acid methyl ester), Cl (hydrochloric acid), C(C)C1C(CCCC1)N (2-ethylcyclohexylamine), C([O-])([O-])=O.[K+].[K+] (potassium carbonate). Run in O (water), CN(C)C=O (DMF). Reaction conditions: time 16 hour. Product: COC(C1=CC(=C(C=C1)NC1C(CCCC1)CC)[N+](=O)[O-])=O (4-(2-Ethyl-cyclohexylamino)-3-nitro-benzoic acid methyl ester). Isolated yield 59.6%. As a reaction SMILES: [CH3:1][O:2][C:3](=[O:14])[C:4]1[CH:9]=[CH:8][C:7](F)=[C:6]([N+:11]([O-:13])=[O:12])[CH:5]=1.C(=O)([O-])[O-].[K+].[K+].[CH2:21]([CH:23]1[CH2:28][CH2:27][CH2:26][CH2:25][CH:24]1[NH2:29])[CH3:22].Cl>O.CN(C=O)C>[CH3:1][O:2][C:3](=[O:14])[C:4]1[CH:9]=[CH:8][C:7]([NH:29][CH:24]2[CH2:25][CH2:26][CH2:27][CH2:28][CH:23]2[CH2:21][CH3:22])=[C:6]([N+:11]([O-:13])=[O:12])[CH:5]=1 |f:1.2.3|. Reported procedure: To a solution of 0.48 g of 4-fluoro-3-nitro-benzoic acid methyl ester in 1.5 ml of abs. DMF was added 1.00 g of potassium carbonate, followed by 0.31 g of 2-ethylcyclohexylamine. After 16 h at rt, the mixture was poured into water, the pH was adjusted to 4 by the addition of 2 M aqueous hydrochloric acid, and the reaction mixture was extracted with ethyl acetate three times. The combined organic phases were washed with water, dried over sodium sulphate and concentrated to yield 0.44 g (60%) of 4... The reactants are [BH4-], COC(=O)C(OC1CCC2C(C(=O)OC(C)(C)C)CC1(c1ccccc1)N2Cc1ccccc1)c1cc(C(F)(F)F)cc(C(F)(F)F)c1, COC(=O)C(OC1CCC2C(C(=O)OC(C)(C)C)CC1(c1ccccc1)N2Cc1ccccc1)c1cc(C(F)(F)F)cc(C(F)(F)F)c1, CO, [Na+]. The product is CC(C)(C)OC(=O)C1CC2(c3ccccc3)C(OC(CO)c3cc(C(F)(F)F)cc(C(F)(F)F)c3)CCC1N2Cc1ccccc1. As a reaction SMILES: [BH4-:97].[CH2:1]([c:2]1[cH:3][cH:4][cH:5][cH:6][cH:7]1)[N:8]1[C:9]2([c:43]3[cH:44][cH:45][cH:46][cH:47][cH:48]3)[CH:10]([O:23][CH:24]([c:25]3[cH:26][c:27]([C:35]([F:36])([F:37])[F:38])[cH:28][c:29]([C:31]([F:32])([F:33])[F:34])[cH:30]3)[C:39](=[O:40])[O:41][CH3:42])[CH2:11][CH2:12][CH:13]1[CH:14]([C:16](=[O:17])[O:18][C:19]([CH3:20])([CH3:21])[CH3:22])[CH2:15]2.[CH2:49]([N:50]1[CH:51]2[CH:52]([C:53]([O:54][C:55]([CH3:56])([CH3:57])[CH3:58])=[O:59])[CH2:60][C:61]1([c:62]1[cH:63][cH:64][cH:65][cH:66][cH:67]1)[CH:68]([O:69][CH:70]([C:71]([O:72][CH3:73])=[O:74])[c:75]1[cH:76][c:77]([C:78]([F:79])([F:80])[F:81])[cH:82][c:83]([C:84]([F:85])([F:86])[F:87])[cH:88]1)[CH2:89][CH2:90]2)[c:91]1[cH:92][cH:93][cH:94][cH:95][cH:96]1.[CH3:99][OH:100].[Na+:98]>>[CH2:1]([c:2]1[cH:3][cH:4][cH:5][cH:6][cH:7]1)[N:8]1[C:9]2([c:43]3[cH:44][cH:45][cH:46][cH:47][cH:48]3)[CH:10]([O:23][CH:24]([c:25]3[cH:26][c:27]([C:35]([F:36])([F:37])[F:38])[cH:28][c:29]([C:31]([F:32])([F:33])[F:34])[cH:30]3)[CH2:39][OH:40])[CH2:11][CH2:12][CH:13]1[CH:14]([C:16](=[O:17])[O:18][C:19]([CH3:20])([CH3:21])[CH3:22])[CH2:15]2.